Dataset: the Open Reaction Database (ORD), a public repository of structured organic reaction records. Task: describe an organic reaction: reactants, conditions, products, and yield Isolated yield 49.0%. The product is C(#N)C1(CC1)NC(=O)[C@H]1N(C[C@@H](C1)S(=O)(=O)C1=C(C=C(C=C1)N1CCN(CC1)C)C(F)(F)F)C=1N(N=C(C1)C)C1CCC1 ((2S,4R)-1-(2-Cyclobutyl-5-methyl-2H-pyrazol-3-yl)-4-[4-(4-methyl-piperazin-1-yl)-2-trifluoromethyl-benzenesulfonyl]-pyrrolidine-2-carboxylic acid (1-cyano-cyclopropyl)-amide). Solvent: C(C)#N (acetonitrile). Reported procedure: Methylpiperazine (10 ul, 116 umol; CAS Reg. No. 109-01-3) and DIEA (20 ul, 93 umol) were added to a solution of (2S,4R)-1-(2-cyclobutyl-5-methyl-2H-pyrazol-3-yl)-4-(4-fluoro-2-trifluoromethyl-benzenesulfonyl)-pyrrolidine-2-carboxylic acid (1-cyano-cyclopropyl)-amide (25 mg, 46 umol; example 388 g) in acetonitrile (400 ul) under an argon atmosphere. The reaction mixture was stirred at ambient temperature for 72 h, the solvent was removed under reduced pressure and the residue was purified by prep... Run at time 72 hour. Reactants: CN1CCNCC1 (Methylpiperazine), CCN(C(C)C)C(C)C (DIEA), C(#N)C1(CC1)NC(=O)[C@H]1N(C[C@@H](C1)S(=O)(=O)C1=C(C=C(C=C1)F)C(F)(F)F)C=1N(N=C(C1)C)C1CCC1 ((2S,4R)-1-(2-cyclobutyl-5-methyl-2H-pyrazol-3-yl)-4-(4-fluoro-2-trifluoromethyl-benzenesulfonyl)-pyrrolidine-2-carboxylic acid (1-cyano-cyclopropyl)-amide). Reaction SMILES: [CH3:1][N:2]1[CH2:7][CH2:6][NH:5][CH2:4][CH2:3]1.CCN(C(C)C)C(C)C.[C:17]([C:19]1([NH:22][C:23]([C@@H:25]2[CH2:29][C@@H:28]([S:30]([C:33]3[CH:38]=[CH:37][C:36](F)=[CH:35][C:34]=3[C:40]([F:43])([F:42])[F:41])(=[O:32])=[O:31])[CH2:27][N:26]2[C:44]2[N:45]([CH:50]3[CH2:53][CH2:52][CH2:51]3)[N:46]=[C:47]([CH3:49])[CH:48]=2)=[O:24])[CH2:21][CH2:20]1)#[N:18]>C(#N)C>[C:17]([C:19]1([NH:22][C:23]([C@@H:25]2[CH2:29][C@@H:28]([S:30]([C:33]3[CH:38]=[CH:37][C:36]([N:5]4[CH2:6][CH2:7][N:2]([CH3:1])[CH2:3][CH2:4]4)=[CH:35][C:34]=3[C:40]([F:43])([F:42])[F:41])(=[O:32])=[O:31])[CH2:27][N:26]2[C:44]2[N:45]([CH:50]3[CH2:53][CH2:52][CH2:51]3)[N:46]=[C:47]([CH3:49])[CH:48]=2)=[O:24])[CH2:21][CH2:20]1)#[N:18]. The reactants are [H-].[Na+] (sodium hydride), CC1=CC=2C=3C4N(CCC3NC2C=C1)CCC4 (9-Methyl-2,3,4,5,6,10c-hexahydro-1H-3a,6-diaza-cyclopenta[c]fluorene), O1C(C1)C=1C=NC=CC1 (3-Oxiranyl-pyridine). The solvent is CN(C)C=O (DMF). Conditions: time 15 minute. Product: CC1=CC=2C=3C4N(CCC3N(C2C=C1)CC(O)C=1C=NC=CC1)CCC4 (2-(9-Methyl-1,2,3,4,5,10c-hexahydro-3a,6-diaza-cyclopenta[c]fluoren-6-yl)-1-pyridin-3-yl-ethanol). Isolated yield 19.6%. RXN SMILES: [CH3:1][C:2]1[CH:14]=[CH:13][C:12]2[NH:11][C:10]3[CH2:9][CH2:8][N:7]4[CH2:15][CH2:16][CH2:17][CH:6]4[C:5]=3[C:4]=2[CH:3]=1.[H-].[Na+].[O:20]1[CH2:22][CH:21]1[C:23]1[CH:24]=[N:25][CH:26]=[CH:27][CH:28]=1>CN(C=O)C>[CH3:1][C:2]1[CH:14]=[CH:13][C:12]2[N:11]([CH2:22][CH:21]([C:23]3[CH:24]=[N:25][CH:26]=[CH:27][CH:28]=3)[OH:20])[C:10]3[CH2:9][CH2:8][N:7]4[CH2:15][CH2:16][CH2:17][CH:6]4[C:5]=3[C:4]=2[CH:3]=1 |f:1.2|. Reported procedure: 9-Methyl-2,3,4,5,6,10c-hexahydro-1H-3a,6-diaza-cyclopenta[c]fluorene (200 mg, 0.88 mmol) was dissolved in DMF (3 ml), sodium hydride (106 mg, 2.65 mmol) was added and the mixture was stirred at RT for 15 min. 3-Oxiranyl-pyridine (214 mg, 1.76 mmol) was added dropwise into the reaction mixture and the mixture was stirred at RT for 3 h. The reaction was monitored by TLC and LCMS. After consumption of starting material, the reaction mixture was quenched with ice cold water (20 mL) and extracted wit... Starting materials: ice H2O, C1C(COC=2C1=C1C=CC=NC1=CC2)O (2,3-dihydro-1H-pyrano[3,2-f]quinolin-2-ol), C1C(COC=2C1=C1C=CC=NC1=CC2)O (2,3-dihydro-1H-pyrano[3,2-f]quinolin-2-ol), C1(=CC=C(C=C1)S(=O)(=O)Cl)C (p-toluene sulfonyl chloride). Solvent: N1=CC=CC=C1 (pyridine). Product: CC1=CC=C(C=C1)S(=O)(=O)OC1CC2=C3C=CC=NC3=CC=C2OC1 (2,3-dihydro-1H-pyrano[3,2-f]quinolin-2-yl 4-methylbenzenesulfonate). Yield: 94.2%. RXN SMILES: [CH2:1]1[C:6]2=[C:7]3[C:12](=[CH:13][CH:14]=[C:5]2[O:4][CH2:3][CH:2]1[OH:15])[N:11]=[CH:10][CH:9]=[CH:8]3.[C:16]1([CH3:26])[CH:21]=[CH:20][C:19]([S:22](Cl)(=[O:24])=[O:23])=[CH:18][CH:17]=1>N1C=CC=CC=1>[CH3:26][C:16]1[CH:21]=[CH:20][C:19]([S:22]([O:15][CH:2]2[CH2:3][O:4][C:5]3[C:6](=[C:7]4[C:12](=[CH:13][CH:14]=3)[N:11]=[CH:10][CH:9]=[CH:8]4)[CH2:1]2)(=[O:24])=[O:23])=[CH:18][CH:17]=1. Reported procedure: A solution of 2,3-dihydro-1H-pyrano[3,2-f]quinolin-2-ol (intermediate 10) (0.47 g, 2.3 mmol) and p-toluene sulfonyl chloride (0.89 g, 4.6 mmol) in anhydrous pyridine (20 mL) was stirred at room temperature for 2.5 days. It was then poured into ice-H2O and extracted with methylene chloride. The organic layer was dried over anhydrous sodium sulfate, filtered and concentrated under vacuum. Chromatography ((15:4:1) EtOAc-Hexane-MeOH) afforded 0.77 g (93%) of 2,3-dihydro-1H-pyrano[3,2-f]quinolin-2-yl... Reactants: BrCCCCOC=1C=C2CCC(NC2=CC1)=O (6-(4-bromo-butoxy)-3,4-dihydro-carbostyril), SC1=NNC=N1 (3-mercapto-1,2,4-triazole). The product is N1N=C(N=C1)SCCCCOC=1C=C2CCC(NC2=CC1)=O (6-[4-(1,2,4-Triazol-3-yl-mercapto)-butoxy]-3,4-dihydro-carbostyril). As a reaction SMILES: Br[CH2:2][CH2:3][CH2:4][CH2:5][O:6][C:7]1[CH:8]=[C:9]2[C:14](=[CH:15][CH:16]=1)[NH:13][C:12](=[O:17])[CH2:11][CH2:10]2.[SH:18][C:19]1[N:23]=[CH:22][NH:21][N:20]=1>>[NH:21]1[CH:22]=[N:23][C:19]([S:18][CH2:2][CH2:3][CH2:4][CH2:5][O:6][C:7]2[CH:8]=[C:9]3[C:14](=[CH:15][CH:16]=2)[NH:13][C:12](=[O:17])[CH2:11][CH2:10]3)=[N:20]1. Reported procedure: Prepared analogous to Example 122 from 6-(4-bromo-butoxy)-3,4-dihydro-carbostyril (m.p. 142°-147° C.) and 3-mercapto-1,2,4-triazole. Reactants: CC(CCN)C (3-methylbutan-1-amine), COC(C=O)OC (2,2-dimethoxyacetaldehyde). The reagents and catalysts are [Pd] (palladium on carbon). Solvent: CO (MeOH), O (water). Reaction conditions: time 3 hour. Product: COC(CNCCC(C)C)OC (N-(2,2-dimethoxyethyl)-3-methylbutan-1-amine). As a reaction SMILES: [CH3:1][CH:2]([CH3:6])[CH2:3][CH2:4][NH2:5].[CH3:7][O:8][CH:9]([O:12][CH3:13])[CH:10]=O>CO.[Pd].O>[CH3:7][O:8][CH:9]([O:12][CH3:13])[CH2:10][NH:5][CH2:4][CH2:3][CH:2]([CH3:6])[CH3:1]. Procedure: A solution of 3-methylbutan-1-amine (1.33 mL) and 2,2-dimethoxyacetaldehyde (1.73 mL) in MeOH (10 mL) was added to palladium on carbon (0.366 g) in water (0.5 mL) at 25° C. The mixture of was hydrogenated under 5 bar at 25° C. for 3 h. The reaction mixture was filtered and concentrated in vacuo to afford N-(2,2-dimethoxyethyl)-3-methylbutan-1-amine (1.8 g) as a liquid. 1H NMR (300 MHz, CDCl3) δ 4.47 (t, J=5.5 Hz, 1H), 3.39 (s, 6H), 2.74 (d, J=5.6 Hz, 2H), 2.65-2.59 (m, 2H), 1.62 (septet, J=6.7 H... Starting materials: C(C)(=O)[O-].[Na+] (sodium acetate), Cl.NO (hydroxylamine hydrochloride), CC1=C(N=C(N1)C1=CC=NC=C1)C(C)=O (1-[5-Methyl-2-(4-pyridinyl)-1H-imidazol-4-yl]ethanone). Run in O (water). Product: CC1=C(N=C(N1)C1=CC=NC=C1)C(C)=NO (1-[5-Methyl-2-(4-pyridinyl)-1H-imidazol-4-yl]-ethanone oxime). RXN SMILES: [CH3:1][C:2]1[NH:6][C:5]([C:7]2[CH:12]=[CH:11][N:10]=[CH:9][CH:8]=2)=[N:4][C:3]=1[C:13](=O)[CH3:14].C([O-])(=O)C.[Na+].Cl.[NH2:22][OH:23]>O>[CH3:1][C:2]1[NH:6][C:5]([C:7]2[CH:12]=[CH:11][N:10]=[CH:9][CH:8]=2)=[N:4][C:3]=1[C:13](=[N:22][OH:23])[CH3:14] |f:1.2,3.4|. Reported procedure: To a 1.0 g (0.005 mole) amount of 1-[5-methyl-2-(4-pyridinyl)-1H-imidazol-4-yl]ethanone (prepared as described in Example 24) dissolved in 200 ml of boiling water were added 1.0 g (0.012 mole) of sodium acetate and 0.7 g (0.01 mole) of hydroxylamine hydrochloride. The mixture was stirred and heated for 2 hours, then cooled to room temperature. The resulting precipitate was collected by filtration and when dried at 60° C. for 18 hours gave 0.7 g of the product of the Example as white crystals, mp...